Task: describe an organic reaction: reactants, conditions, products, and yield. Dataset: the Open Reaction Database (ORD), a public repository of structured organic reaction records Reactants: NCC1CC2CC2N1C(=O)c1nc(N)sc1-c1cccc(F)c1, O=C(O)c1cccc2cnccc12. Yields the product Nc1nc(C(=O)N2C(CNC(=O)c3cccc4cnccc34)CC3CC32)c(-c2cccc(F)c2)s1. Reaction SMILES: [NH2:1][c:2]1[s:3][c:4](-[c:17]2[cH:18][c:19]([F:23])[cH:20][cH:21][cH:22]2)[c:5]([C:7](=[O:8])[N:9]2[CH:10]3[CH2:11][CH:12]3[CH2:13][CH:14]2[CH2:15][NH2:16])[n:6]1.[cH:24]1[n:25][cH:26][cH:27][c:28]2[c:29]([C:34](=[O:35])[OH:36])[cH:30][cH:31][cH:32][c:33]12>>[NH2:1][c:2]1[s:3][c:4](-[c:17]2[cH:18][c:19]([F:23])[cH:20][cH:21][cH:22]2)[c:5]([C:7](=[O:8])[N:9]2[CH:10]3[CH2:11][CH:12]3[CH2:13][CH:14]2[CH2:15][NH:16][C:34]([c:29]2[c:28]3[cH:27][cH:26][n:25][cH:24][c:33]3[cH:32][cH:31][cH:30]2)=[O:35])[n:6]1. Starting materials: FC1=CC=C(C(=O)C2=C(C(=O)O)C=CC=C2)C=C1 (2-(4-fluorobenzoyl)benzoic acid), NN (Hydrazine). Run in C(C)O (ethanol). Conditions: time 4 day. The product is FC1=CC=C(C=C1)C1=NNC(C2=CC=CC=C12)=O (4-Fluorophenylphthalazine-1-one). As a reaction SMILES: [F:1][C:2]1[CH:18]=[CH:17][C:5]([C:6]([C:8]2[CH:16]=[CH:15][CH:14]=[CH:13][C:9]=2[C:10](O)=[O:11])=O)=[CH:4][CH:3]=1.[NH2:19][NH2:20]>C(O)C>[F:1][C:2]1[CH:18]=[CH:17][C:5]([C:6]2[C:8]3[C:9](=[CH:13][CH:14]=[CH:15][CH:16]=3)[C:10](=[O:11])[NH:20][N:19]=2)=[CH:4][CH:3]=1. Reported procedure: 2-(4-fluorobenzoyl)benzoic acid (5 g; 20.47 mmol) is suspended in ethanol (100 ml). Hydrazine (3 M in ethanol; 60 mmol) is added, and the mixture is stirred at room temperature for 4 days. A white solid precipitates, is filtered off and is washed with ethanol (20 ml). Yield: 3.20 g of 4-fluorophenylphthalazine-1-one.